Dataset: the Open Reaction Database (ORD), a public repository of structured organic reaction records. Task: describe an organic reaction: reactants, conditions, products, and yield Starting materials: CN(C)C=C1CC(NC2=C(C1=O)C=CC=C2)=O (4-[(dimethylamino)methylene]-3,4-dihydro-1H-benzazepine-2,5-dione), Cl.C(CCC)(=N)N (butyramidine hydrochloride). The product is C(CC)C=1N=CC=2CC(NC3=C(C2N1)C=CC=C3)=O (5,7-Dihydro-2-propyl-6H-pyrimido[5,4-d][1]benzazepine-6-one). Isolated yield 84.0%. As a reaction SMILES: CN([CH:4]=[C:5]1[C:11](=O)[C:10]2[CH:13]=[CH:14][CH:15]=[CH:16][C:9]=2[NH:8][C:7](=[O:17])[CH2:6]1)C.Cl.[C:19]([NH2:24])(=[NH:23])[CH2:20][CH2:21][CH3:22]>>[CH2:20]([C:19]1[N:23]=[CH:4][C:5]2[CH2:6][C:7](=[O:17])[NH:8][C:9]3[CH:16]=[CH:15][CH:14]=[CH:13][C:10]=3[C:11]=2[N:24]=1)[CH2:21][CH3:22] |f:1.2|. Procedure: Analogous to Scheme 1, from 4-[(dimethylamino)methylene]-3,4-dihydro-1H-benzazepine-2,5-dione and butyramidine hydrochloride. Yield: 84%. The reactants are D-(-)-(4-hydroxyphenyl)-glycine, D-(-)-2-amino-2-(1,4-cylcohexadien-1-yl)acetic acid, C1=CC=C(C=C1)[C@H](C(=O)O)N (D-(-)-phenylglycine), CC1([C@@H](N2[C@H](S1)[C@@H](C2=O)NC(=O)[C@@H](C=3C=CC(=CC3)O)N)C(=O)O)C (amoxycillin), CC1([C@@H](N2[C@H](S1)[C@@H](C2=O)NC(=O)[C@@H](C=3C=CC=CC3)N)C(=O)O)C (ampicillin), CC(=O)OCC1=C(N2[C@@H]([C@@H](C2=O)N)SC1)C(=O)O (7-amino-cephalosporanic acid). Product: CC1=C(N2[C@@H]([C@@H](C2=O)NC(=O)[C@@H](C3=CCC=CC3)N)SC1)C(=O)O (cefradin). Reaction SMILES: C1C=CC([C@@H](N)C(O)=O)=CC=1.[CH3:12][C:13]1([CH3:36])[S:17][C@@H:16]2[C@H:18]([NH:21][C:22]([C@H:24]([NH2:32])[C:25]3[CH:26]=[CH:27][C:28](O)=[CH:29][CH:30]=3)=[O:23])[C:19](=[O:20])[N:15]2[C@H:14]1[C:33]([OH:35])=[O:34].CC1(C)S[C@@H]2[C@H](NC([C@H](N)C3C=CC=CC=3)=O)C(=O)N2[C@H]1C(O)=O.CC(OCC1CS[C@@H]2[C@H](N)C(=O)N2C=1C(O)=O)=O>>[CH3:36][C:13]1[CH2:12][S:17][C@@H:16]2[C@H:18]([NH:21][C:22]([C@H:24]([NH2:32])[C:25]3[CH2:26][CH:27]=[CH:28][CH2:29][CH:30]=3)=[O:23])[C:19](=[O:20])[N:15]2[C:14]=1[C:33]([OH:35])=[O:34]. Procedure: As an example, D-(-)-(4-hydroxyphenyl)-glycine and D-(-)-phenylglycine are key intermediates in the industrial synthesis of amoxycillin and ampicillin respectively; while D-(-)-2-amino-2-(1,4-cylcohexadien-1-yl)acetic acid may conveniently be employed in the acylation of 7-amino-cephalosporanic acid to give cefradin. Reactants: diazonium, NC1=C(C=C(C=C1)OC)C=1C=C2C=C(C(=CC2=CC1)OC)OC (6-(2-Amino-5-methoxyphenyl)-2,3-dimethoxynaphthalene), Cl (hydrochloric acid), N(=O)[O-].[Na+] (sodium nitrite), O (water). Run in C(C)(=O)O (acetic acid). Reaction conditions: time 8 hour. Yields the product NC1=C(C=CC=C1)C=1C=C2C=C(C(=CC2=CC1)OC)OC (6-(2-Aminophenyl)-2,3-dimethoxynaphthalene). The yield is 28.6%. Reaction SMILES: [NH2:1][C:2]1[CH:7]=[CH:6][C:5](OC)=[CH:4][C:3]=1[C:10]1[CH:11]=[C:12]2[C:17](=[CH:18][CH:19]=1)[CH:16]=[C:15]([O:20][CH3:21])[C:14]([O:22][CH3:23])=[CH:13]2.Cl.N([O-])=O.[Na+].O>C(O)(=O)C>[NH2:1][C:2]1[CH:7]=[CH:6][CH:5]=[CH:4][C:3]=1[C:10]1[CH:11]=[C:12]2[C:17](=[CH:18][CH:19]=1)[CH:16]=[C:15]([O:20][CH3:21])[C:14]([O:22][CH3:23])=[CH:13]2 |f:2.3|. Procedure details: 6-(2-Amino-5-methoxyphenyl)-2,3-dimethoxynaphthalene (33) (60 mg, 0.20 mmol) was dissolved in acetic acid (1.5 mL) and concentrated hydrochloric acid (0.3 mL). The solution was cooled in an ice bath and diazotized by dropwise addition of a solution of sodium nitrite (0.12 g in 1.2 mL water). The resulting diazonium solution was allowed to rise to room temperature slowly and left overnight. To the resulting red solution with some precipitate, 50 mL water was added and then extracted with ethyl ac...